Dataset: the Open Reaction Database (ORD), a public repository of structured organic reaction records. Task: describe an organic reaction: reactants, conditions, products, and yield Starting materials: CN(C)C=O, ClCCl, O=S(Cl)Cl, OCc1cc(-c2ccccc2)n[nH]1. The product is ClCc1cc(-c2ccccc2)n[nH]1. As a reaction SMILES: [CH3:5][N:6]([CH3:7])[CH:8]=[O:9].[Cl:23][CH2:24][Cl:25].[S:1]([Cl:2])([Cl:3])=[O:4].[c:10]1(-[c:16]2[n:17][nH:18][c:19]([CH2:21][OH:22])[cH:20]2)[cH:11][cH:12][cH:13][cH:14][cH:15]1>>[Cl:3][CH2:21][c:19]1[nH:18][n:17][c:16](-[c:10]2[cH:11][cH:12][cH:13][cH:14][cH:15]2)[cH:20]1.